From a dataset of the Open Reaction Database (ORD), a public repository of structured organic reaction records. describe an organic reaction: reactants, conditions, products, and yield The reactants are ClC1=C(C=CC=C1)C1=NNC2=NC(=NC(=C21)NC[C@H](C)O)SC ((S)-1-[3-(2-chlorophenyl)-6-methylsulfanyl-1H-pyrazolo[3,4-d]pyrimidin-4-ylamino]-propan-2-ol). The solvent is N (ammonia), CO (methanol). Conditions: temperature 80 celsius. Yields the product ClC1=C(C=CC=C1)C1=NNC2=NC(=NC(=C21)N)SC (3-(2-chloro-phenyl)-6-methylsulfanyl-1H-pyrazolo[3,4-d]pyrimidin-4ylamine). As a reaction SMILES: [Cl:1][C:2]1[CH:7]=[CH:6][CH:5]=[CH:4][C:3]=1[C:8]1[C:16]2[C:11](=[N:12][C:13]([S:22][CH3:23])=[N:14][C:15]=2[NH:17]C[C@@H](O)C)[NH:10][N:9]=1>N.CO>[Cl:1][C:2]1[CH:7]=[CH:6][CH:5]=[CH:4][C:3]=1[C:8]1[C:16]2[C:11](=[N:12][C:13]([S:22][CH3:23])=[N:14][C:15]=2[NH2:17])[NH:10][N:9]=1. Reported procedure: 200 mg of 4-chloro-3-(2-chloro-phenyl)-6-methyl-1H-pyrazolo[3,4-d]pyrimidine (from step 4 of Example 1) was dissolved in 5 ml of 7N ammonia in methanol, and the solution was stirred at 80° C. over night in a sealed tube. The resulting reaction mixture was concentrated under vacuum and then extracted in 60 ml ethylacetate. The solution was washed first with water and next with brine, dried and after removing the solvent in vacuo afforded 190 mg (90%)) of 3-(2-chloro-phenyl)-6-methylsulfanyl-1H-py... Reactants: C(C)C1=C(C(=CC(=C1)C)CC)C=1C(N(N=C(C1S(=O)(=O)C)C)C)=O (4-(2,6-diethyl-4-methylphenyl)-2,6-dimethyl-5-methylsulfonyl-2,3-dihydropyridazine-3-one), 1-butanol1, [OH-].[Na+] (sodium hydroxide). The solvent is O (water), O (water). Reaction conditions: temperature 120 celsius, time 8 hour. Product: C(CCC)OC1=C(C(N(N=C1C)C)=O)C1=C(C=C(C=C1CC)C)CC (5-(n-butoxy)-4-(2,6-diethyl-4-methylphenyl)-2,6-dimethyl-2,3-dihydro-3-pyridazinone). Isolated yield 717.1%. As a reaction SMILES: [CH2:1]([C:3]1[CH:8]=[C:7]([CH3:9])[CH:6]=[C:5]([CH2:10][CH3:11])[C:4]=1[C:12]1[C:13](=[O:24])[N:14]([CH3:23])[N:15]=[C:16]([CH3:22])[C:17]=1S(C)(=O)=O)[CH3:2].[OH-:25].[Na+]>O>[CH2:2]([O:25][C:17]1[C:16]([CH3:22])=[N:15][N:14]([CH3:23])[C:13](=[O:24])[C:12]=1[C:4]1[C:3]([CH2:1][CH3:2])=[CH:8][C:7]([CH3:9])=[CH:6][C:5]=1[CH2:10][CH3:11])[CH2:1][CH2:3][CH3:4] |f:1.2|. Procedure: To a test tube (outside diameter: 21 mm φ×overall length: 160 mm), 4-(2,6-diethyl-4-methylphenyl)-2,6-dimethyl-5-methylsulfonyl-2,3-dihydropyridazin-3-one ((2-34)-(1)-39) (0.21 g), 1-butanol1 (4 ml), water (0.1 ml), and sodium hydroxide (0.20 g) were added under a nitrogen atmosphere at room temperature, and stirred at 120° C. for 8 hours. Then, to the reaction mixture was added water at room temperature, and extracted with tert-butyl methyl ether. The resulting organic layer was concentrated un... The reactants are O=C1CCC(=O)N1Br, O=C1OCc2ccccc21, ClC(Cl)(Cl)Cl. Product: O=C1OC(Br)c2ccccc21. RXN SMILES: [Br:11][N:12]1[C:13](=[O:14])[CH2:15][CH2:16][C:17]1=[O:18].[C:1]1(=[O:2])[O:3][CH2:4][c:5]2[cH:6][cH:7][cH:8][cH:9][c:10]21.[Cl:19][C:20]([Cl:21])([Cl:22])[Cl:23]>>[C:1]1(=[O:2])[O:3][CH:4]([Br:11])[c:5]2[cH:6][cH:7][cH:8][cH:9][c:10]21. Reactants: COc1ccc(Br)c(OC)c1, C#CCCO, CCNCC, [Cu]I, Cl[Pd]Cl, c1ccc(P(c2ccccc2)c2ccccc2)cc1. Yields the product COc1ccc(C#CCCO)c(OC)c1. RXN SMILES: [Br:1][c:2]1[c:3]([O:10][CH3:11])[cH:4][c:5]([O:8][CH3:9])[cH:6][cH:7]1.[CH2:31]([CH2:32][C:33]#[CH:34])[OH:35].[CH2:36]([NH:37][CH2:38][CH3:39])[CH3:40].[Cu:44][I:45].[Pd:41]([Cl:42])[Cl:43].[c:12]1([P:13]([c:14]2[cH:15][cH:16][cH:17][cH:18][cH:19]2)[c:20]2[cH:21][cH:22][cH:23][cH:24][cH:25]2)[cH:26][cH:27][cH:28][cH:29][cH:30]1>>[c:2]1([C:34]#[C:33][CH2:32][CH2:31][OH:35])[c:3]([O:10][CH3:11])[cH:4][c:5]([O:8][CH3:9])[cH:6][cH:7]1. The reactants are C[O-].[Na+] (sodium methoxide), Cl.BrC1=CC=CC(=N1)C(=N)N (6-bromo-2-picoline amidine hydrochloride). Run in CO (methanol), COC(CC(C)=O)OC (1,1-dimethoxy-3-butanone), CO (methanol). The product is BrC1=CC=CC(=N1)C1=NC=CC(=N1)C (2-(6-bromo-2-pyridinyl)-4-methylpyrimidine). The yield is 168.3%. As a reaction SMILES: Cl.[Br:2][C:3]1[N:8]=[C:7]([C:9]([NH2:11])=[NH:10])[CH:6]=[CH:5][CH:4]=1.C[O-].[Na+]>CO.COC(OC)CC(=O)C>[Br:2][C:3]1[N:8]=[C:7]([C:9]2[N:11]=[C:5]([CH3:6])[CH:4]=[CH:3][N:10]=2)[CH:6]=[CH:5][CH:4]=1 |f:0.1,2.3|. Procedure: To a mixture of 6-bromo-2-picoline amidine hydrochloride (10 g) and methanol (200 ml) were added 28% sodium methoxide solution in methanol (10.6 g) and 1,1-dimethoxy-3-butanone (6.1 g). The mixture was heated under refluxing for an hour, and then concentrated under reduced pressure. Water (100 ml) and ethylacetate (200 ml) were added thereto, and then extracted. After the extract was dried over anhydrous magnesium sulfate, it was concentrated under reduced pressure. The residue was washed with n... The reactants are CC=1OC(=C(N1)C)C1=CC=C(C=C1)N (4-(2,4-dimethyl-oxazol-5-yl)-phenylamine), C(C1=CC=CC=C1)(=O)N=C=S (benzoyl isothiocyanate), C([O-])([O-])=O.[K+].[K+] (Potassium carbonate). Run in O1CCCC1 (tetrahydrofurane), O (water). Reaction conditions: time 2 hour. Yields the product CC=1OC(=C(N1)C)C1=CC=C(C=C1)NC(=S)N ([4-(2,4-dimethyl-oxazol-5-yl)-phenyl]-thiourea). Isolated yield 67.9%. RXN SMILES: [CH3:1][C:2]1[O:3][C:4]([C:8]2[CH:13]=[CH:12][C:11]([NH2:14])=[CH:10][CH:9]=2)=[C:5]([CH3:7])[N:6]=1.C([N:23]=[C:24]=[S:25])(=O)C1C=CC=CC=1.C(=O)([O-])[O-].[K+].[K+]>O1CCCC1.O>[CH3:1][C:2]1[O:3][C:4]([C:8]2[CH:13]=[CH:12][C:11]([NH:14][C:24]([NH2:23])=[S:25])=[CH:10][CH:9]=2)=[C:5]([CH3:7])[N:6]=1 |f:2.3.4|. Procedure details: To a solution of 4-(2,4-dimethyl-oxazol-5-yl)-phenylamine (470 mg, 2.5 mmol, CAS 100060-02-41) in tetrahydrofurane (20 mL) was added benzoyl isothiocyanate (449 mg, 2.8 mmol). The reaction was stirred at room temperature for 2 hours. The solvent was removed under reduced pressure and the residue was suspended in methanol (30 mL). Potassium carbonate (1036 mg, 7.5 mmol) dissolved in water (15 mL) was added drop wise to the suspension. The reaction was stirred at room temperature over night. The r... The reactants are FC1=C(C=O)C=CC(=C1)N1CCOCC1 (2-fluoro-4-(morpholin-4-yl)benzaldehyde), C[C@H]1N(CCNC1)C(=O)OC(C)(C)C (tert-butyl (2R)-2-methylpiperazine-1-carboxylate), ClCCCl (1,2-dichloroethane), C(C)(=O)O[BH-](OC(C)=O)OC(C)=O.[Na+] (Sodium triacetoxyborohydride). The solvent is O (H2O). Conditions: time 30 minute. Product: FC1=C(C=CC(=C1)N1CCOCC1)CN1C[C@H](N(CC1)C(=O)OC(C)(C)C)C (tert-butyl (2R)-4-[[2-fluoro-4-(morpholin-4-yl)phenyl]methyl]-2-methylpiperazine-1-carboxylate). Yield: 93.1%. As a reaction SMILES: [F:1][C:2]1[CH:9]=[C:8]([N:10]2[CH2:15][CH2:14][O:13][CH2:12][CH2:11]2)[CH:7]=[CH:6][C:3]=1[CH:4]=O.[CH3:16][C@@H:17]1[CH2:22][NH:21][CH2:20][CH2:19][N:18]1[C:23]([O:25][C:26]([CH3:29])([CH3:28])[CH3:27])=[O:24].ClCCCl.C(O[BH-](OC(=O)C)OC(=O)C)(=O)C.[Na+]>O>[F:1][C:2]1[CH:9]=[C:8]([N:10]2[CH2:15][CH2:14][O:13][CH2:12][CH2:11]2)[CH:7]=[CH:6][C:3]=1[CH2:4][N:21]1[CH2:20][CH2:19][N:18]([C:23]([O:25][C:26]([CH3:29])([CH3:28])[CH3:27])=[O:24])[C@H:17]([CH3:16])[CH2:22]1 |f:3.4|. Reported procedure: A 100 mL round-bottom flask was charged with 2-fluoro-4-(morpholin-4-yl)benzaldehyde (0.800 g, 3.82 mmol, 1.00 equiv), tert-butyl (2R)-2-methylpiperazine-1-carboxylate (0.840 g, 4.20 mmol, 1.10 equiv), 1,2-dichloroethane (20 mL). The mixture was stirred for 30 min at room temperature. Sodium triacetoxyborohydride (2.40 g, 11.3 mmol, 3.00 equiv) was added. The resulting solution was stirred overnight at room temperature, diluted with H2O (10 mL), extracted with dichloromethane (3×10 mL). The orga...